From a dataset of the Open Reaction Database (ORD), a public repository of structured organic reaction records. describe an organic reaction: reactants, conditions, products, and yield The reactants are ClCC(=O)N1CCN(CC1)C1=CC(=C(C=C1)Cl)OC (2-chloro-1-[4-(4-chloro-3-methoxy-phenyl)-piperazin-1-yl]-ethanone), ClC1=CC2=C(NC(OC2)=O)C=C1 (6-Chloro-1,4-dihydro-benzo[d][1,3]oxazin-2-one), C(=O)([O-])[O-].[Cs+].[Cs+] (Cs2CO3). Run in CN(C)C=O (DMF), CCOC(=O)C (EtOAc). Reaction conditions: temperature 60 celsius, time 8 hour. Product: ClC1=CC2=C(N(C(OC2)=O)CC(=O)N2CCN(CC2)C2=CC(=C(C=C2)Cl)OC)C=C1 (6-Chloro-1-{2-[4-(4-chloro-3-methoxy-phenyl)-piperazin-1-yl]-2-oxo-ethyl}-1,4-dihydro-benzo[d][1,3]oxazin-2-one). Reaction SMILES: Cl[CH2:2][C:3]([N:5]1[CH2:10][CH2:9][N:8]([C:11]2[CH:16]=[CH:15][C:14]([Cl:17])=[C:13]([O:18][CH3:19])[CH:12]=2)[CH2:7][CH2:6]1)=[O:4].[Cl:20][C:21]1[CH:31]=[CH:30][C:24]2[NH:25][C:26](=[O:29])[O:27][CH2:28][C:23]=2[CH:22]=1.C([O-])([O-])=O.[Cs+].[Cs+]>CN(C=O)C.CCOC(C)=O>[Cl:20][C:21]1[CH:31]=[CH:30][C:24]2[N:25]([CH2:2][C:3]([N:5]3[CH2:10][CH2:9][N:8]([C:11]4[CH:16]=[CH:15][C:14]([Cl:17])=[C:13]([O:18][CH3:19])[CH:12]=4)[CH2:7][CH2:6]3)=[O:4])[C:26](=[O:29])[O:27][CH2:28][C:23]=2[CH:22]=1 |f:2.3.4|. Procedure: A mixture of 2-chloro-1-[4-(4-chloro-3-methoxy-phenyl)-piperazin-1-yl]-ethanone (303 mg, 1 mmol, 1 equiv), 6-chloro-1,4-dihydro-benzo[d][1,3]oxazin-2-one (72) (183 mg, 1 equiv), and Cs2CO3 (56 μL, 4 equiv) in 2 ml of DMF was stirred at 60° C. overnight. The reaction solution was then diluted with EtOAc (50 mL) and washed with water. The organic layer was dried over sodium sulfate and concentrated in vacuo. The resultant crude residue was purified by flash chromatography to give 6-chloro-1-{2-[4-...